Dataset: the Open Reaction Database (ORD), a public repository of structured organic reaction records. Task: describe an organic reaction: reactants, conditions, products, and yield Reactants: O=C1CC2CCCC(C1)N2Cc1ccccc1, CCO, O=CO, Cl, [H][H]. Product: O=C[O-], O=C1CC2CCCC(C1)N2. Reaction SMILES: [CH2:2]([c:3]1[cH:4][cH:5][cH:6][cH:7][cH:8]1)[N:9]1[CH:10]2[CH2:11][C:12](=[O:18])[CH2:13][CH:14]1[CH2:15][CH2:16][CH2:17]2.[CH3:24][CH2:25][OH:26].[CH:19](=[O:20])[OH:21].[ClH:1].[H:22][H:23]>>[CH:19](=[O:20])[O-:21].[NH:9]1[CH:10]2[CH2:11][C:12](=[O:18])[CH2:13][CH:14]1[CH2:15][CH2:16][CH2:17]2. Reactants: CC(C)(C)[Si](C)(C)Oc1ccc(Br)c(CBr)c1, O=C1NC(=O)c2ccccc21, [K], CN(C)C=O. Yields the product CC(C)(C)[Si](C)(C)Oc1ccc(Br)c(CN2C(=O)c3ccccc3C2=O)c1. Reaction SMILES: [Br:1][c:2]1[c:3]([CH2:16][Br:17])[cH:4][c:5]([O:6][Si:7]([CH3:8])([CH3:9])[C:10]([CH3:11])([CH3:12])[CH3:13])[cH:14][cH:15]1.[C:18]1(=[O:28])[c:19]2[c:20]([cH:24][cH:25][cH:26][cH:27]2)[C:21](=[O:23])[NH:22]1.[K:29].[O:30]=[CH:31][N:32]([CH3:33])[CH3:34]>>[Br:1][c:2]1[c:3]([CH2:16][N:22]2[C:18](=[O:28])[c:19]3[c:20]([cH:24][cH:25][cH:26][cH:27]3)[C:21]2=[O:23])[cH:4][c:5]([O:6][Si:7]([CH3:8])([CH3:9])[C:10]([CH3:11])([CH3:12])[CH3:13])[cH:14][cH:15]1. Yields the product ClC1=CC(N(N=C1)C)=O (5-chloro-2-methyl-2H-pyridazin-3-one). Isolated yield 58.4%. As a reaction SMILES: CO[C:3]1[CH:8]=[N:7][N:6]([CH3:9])[C:5](=[O:10])[CH:4]=1.P(Cl)(Cl)([Cl:13])=O.C(=O)([O-])[O-].[Na+].[Na+]>C(Cl)Cl.O>[Cl:13][C:3]1[CH:8]=[N:7][N:6]([CH3:9])[C:5](=[O:10])[CH:4]=1 |f:2.3.4,5.6|. Reaction conditions: temperature 110 celsius. The reactants are C([O-])([O-])=O.[Na+].[Na+] (sodium carbonate), COC1=CC(N(N=C1)C)=O (5-methoxy-2-methyl-2H-pyridazin-3-one), P(=O)(Cl)(Cl)Cl (phosphorus oxychloride), ice water. The solvent is C(Cl)Cl.O (methylene chloride water). Reported procedure: A mixture of 1.50 g (10.70 mmol) of 5-methoxy-2-methyl-2H-pyridazin-3-one and 7.8 ml (13.1 g, 85.6 mmol) of phosphorus oxychloride was heated at 110° C. for 2 h. After allowing to cool to room temperature, the mixture was poured into 100 ml of ice/water with vigourous stirring. After neutralization by addition of saturated sodium carbonate solution, the compound was worked up with methylene chloride/water, dried over magnesium sulfate and concentrated in vaccuo. The crude material was purified b... Starting materials: NC1N=C(CCCC1)C (2-amino-7-methyl-3,4,5,6-tetrahydro-2H-azepine), C(C)OC=C(C(=O)[O-])C#N (ethoxy-methylene-cyanoacetate). The solvent is C(C)O (ethanol), C(C)O (ethanol). Conditions: temperature -5 celsius, time 1 hour. The product is C(#N)C1=CN=C2N(C(CCCC2)C)C1=O (3-cyano-6-methyl-4-oxo-4,6,7,8,9,10-hexahydro-pyrimido[1,2-a]azepine). Isolated yield 31.0%. Reaction SMILES: [NH2:1][CH:2]1[CH2:8][CH2:7][CH2:6][CH2:5][C:4]([CH3:9])=[N:3]1.C([O:12][CH:13]=[C:14]([C:18]#[N:19])[C:15]([O-])=O)C>C(O)C>[C:18]([C:14]1[C:13](=[O:12])[N:3]2[CH:4]([CH3:9])[CH2:5][CH2:6][CH2:7][CH2:8][C:2]2=[N:1][CH:15]=1)#[N:19]. Procedure details: 2.52 g. of 2-amino-7-methyl-3,4,5,6-tetrahydro-2H-azepine are dissolved in 25 ml. of ethanol and the solution is added dropwise to a solution of 3.38 g. of ethoxy-methylene-cyanoacetate in 25 ml. ethanol at -5° C. The reaction mixture is stirred for 1 hour at -5° C. and allowed to warm up to room temperature and boiled for 1 hour. The solvent is evaporated. The residual oil is dissolved in 40 ml. of benzene and the solution is shaken out once with 10 ml. of 5% by W/V sodium carbonate solution an... The reactants are C1(=CC=C(C=C1)S(=O)(=O)OCC[C@H]1[C@@H](C1)C=1C=NC=C(C1)OC[C@H]1N(CC1)C(=O)OC(C)(C)C)C (2-[(1S,2R)-2-[5-[[1-(tert-butoxycarbonyl)-2(S)-azetidinyl]methoxy]-3-pyridyl]cyclopropyl]ethyl p-toluenesulfonate), solution, [N+](CCCC)(CCCC)(CCCC)CCCC.[F-] (n-Bu4NF). The solvent is C1CCOC1 (THF). Conditions: time 10 hour. Product: C(C)(C)(C)OC(=O)N1[C@@H](CC1)COC=1C=NC=C(C1)[C@H]1[C@@H](C1)CCF (3-[[1-(tert-butoxycarbonyl)-2(S)-azetidinyl]methoxy]-5-[(1R,2S)-2-(2-fluoroethyl)cyclopropyl]pyridine). The yield is 97.0%. As a reaction SMILES: C1(C)C=CC(S(O[CH2:11][CH2:12][C@@H:13]2[CH2:15][C@H:14]2[C:16]2[CH:17]=[N:18][CH:19]=[C:20]([O:22][CH2:23][C@@H:24]3[CH2:27][CH2:26][N:25]3[C:28]([O:30][C:31]([CH3:34])([CH3:33])[CH3:32])=[O:29])[CH:21]=2)(=O)=O)=CC=1.[N+](CCCC)(CCCC)(CCCC)CCCC.[F-:53]>C1COCC1>[C:31]([O:30][C:28]([N:25]1[CH2:26][CH2:27][C@H:24]1[CH2:23][O:22][C:20]1[CH:19]=[N:18][CH:17]=[C:16]([C@@H:14]2[CH2:15][C@H:13]2[CH2:12][CH2:11][F:53])[CH:21]=1)=[O:29])([CH3:34])([CH3:33])[CH3:32] |f:1.2|. Procedure details: A mixture of the p-toluenesulfonate (237 mg, 0.47 mmol) and 5 mL of 1.0 M solution of n-Bu4NF in THF was stirred at room temperature for 10 h. The reaction mixture was concentrated in vacuo. The residue was purified by CC (SiO2, 50-60% EtOAc in hexane eluent) to give 3-[[1-(tert-butoxycarbonyl)-2(S)-azetidinyl]methoxy]-5-[(1R,2S)-2-(2-fluoroethyl)cyclopropyl]pyridine as a viscous oil (160 mg, 97%). 1H NMR (CDCl3, 400 MHz) δ 8.14 (s, 1H), 8.06 (s, 1H), 6.84 (s, 1H), 4.78-4.51 (m, 3H), 4.37-4.22 (... Reactants: C(C)(C)(C)N (t-butylamine), CCN=C=NCCCN(C)C.Cl (WSC HCl), C=1C=CC2=C(C1)N=NN2O (HOBt), [OH-].[Na+] (NaOH), FC=1C(=NC=CC1)C#N (fluorocyanopyridine), Cl (hydrochloric acid), S(=O)(=O)(OC)OC (Dimethyl sulfate), [O-][N+]1=CC(=CC=C1)F (1-oxido-3-fluoropyridine), [C-]#N.[Na+] (Sodium cyanide), [OH-].[Na+] (NaOH). Run in O (water). Conditions: temperature 100 celsius, time 2 hour. Yields the product C(C)(C)(C)N(C1=CC=CC=C1)C(=O)C1=NC=CC=C1F (N-t-Butyl-3-fluoro-2-pyridinecarboxamiide). Yield: 9.5%. RXN SMILES: S([O:6][CH3:7])(OC)(=O)=O.[O-][N+:9]1[CH:14]=[CH:13][CH:12]=[C:11]([F:15])[CH:10]=1.[C-]#N.[Na+].[OH-].[Na+].F[C:22]1[C:23]([C:28]#N)=N[CH:25]=[CH:26][CH:27]=1.Cl.[C:31]([NH2:35])([CH3:34])([CH3:33])[CH3:32].CCN=C=NCCCN(C)C.Cl.C1C=CC2N(O)N=NC=2C=1>O>[C:31]([N:35]([C:7]([C:10]1[C:11]([F:15])=[CH:12][CH:13]=[CH:14][N:9]=1)=[O:6])[C:27]1[CH:26]=[CH:25][CH:28]=[CH:23][CH:22]=1)([CH3:34])([CH3:33])[CH3:32] |f:2.3,4.5,9.10|. Procedure: Dimethyl sulfate (1.01 g, 8 mmol) was added to 1-oxido-3-fluoropyridine (0.9 g, 8 mmol) and stirred at 100° C. for 2 hours. The reaction mixture was allowed to cool and concentrated to dryness under a reduced pressure. Water (10 ml) was added to the residue and cooled in an ice-bath. Sodium cyanide (1.18 g, 24 mmol) was added to the mixture and stirred for 30 min. followed by stirring at room temperature for 30 min. Aqueous NaOH (1N) was added thereto and extracted with chloroform. The extract w... The reactants are CC(C)(C)[Si](C)(C)OCc1cccc2c1C=CCCC2, CCCC[N+](CCCC)(CCCC)CCCC, [F-], C1CCOC1. The product is OCc1cccc2c1C=CCCC2. As a reaction SMILES: [C:1]([Si:2]([CH3:3])([CH3:4])[O:8][CH2:9][c:10]1[cH:11][cH:12][cH:13][c:14]2[c:15]1[CH:16]=[CH:17][CH2:18][CH2:19][CH2:20]2)([CH3:5])([CH3:6])[CH3:7].[CH3:22][CH2:23][CH2:24][CH2:25][N+:26]([CH2:27][CH2:28][CH2:29][CH3:30])([CH2:31][CH2:32][CH2:33][CH3:34])[CH2:35][CH2:36][CH2:37][CH3:38].[F-:21].[O:39]1[CH2:40][CH2:41][CH2:42][CH2:43]1>>[OH:8][CH2:9][c:10]1[cH:11][cH:12][cH:13][c:14]2[c:15]1[CH:16]=[CH:17][CH2:18][CH2:19][CH2:20]2. The reactants are CO (methanol), C1(=CC=C(C=C1)S(=O)(=O)O)C (p-toluenesulfonic acid), C1(=CC=CC=C1)COC(COC1=CC=C(C=C1)CCCCCCCCCCCCCC)COC(C1=CC=CC=C1)(C1=CC=CC=C1)C1=CC=CC=C1 (1-[2-(phenylmethoxy)-3-(triphenylmethoxy)propoxy]-4-tetradecylbenzene). Run in O1CCCC1 (tetrahydrofuran). Yields the product C1(=CC=CC=C1)COC(CO)COC1=CC=C(C=C1)CCCCCCCCCCCCCC (2-(Phenylmethoxy)-3-(4-tetradecylphenoxy)-1-propanol). Reaction SMILES: [C:1]1([CH2:7][O:8][CH:9]([CH2:32][O:33]C(C2C=CC=CC=2)(C2C=CC=CC=2)C2C=CC=CC=2)[CH2:10][O:11][C:12]2[CH:17]=[CH:16][C:15]([CH2:18][CH2:19][CH2:20][CH2:21][CH2:22][CH2:23][CH2:24][CH2:25][CH2:26][CH2:27][CH2:28][CH2:29][CH2:30][CH3:31])=[CH:14][CH:13]=2)[CH:6]=[CH:5][CH:4]=[CH:3][CH:2]=1.CO.C1(C)C=CC(S(O)(=O)=O)=CC=1>O1CCCC1>[C:1]1([CH2:7][O:8][CH:9]([CH2:10][O:11][C:12]2[CH:17]=[CH:16][C:15]([CH2:18][CH2:19][CH2:20][CH2:21][CH2:22][CH2:23][CH2:24][CH2:25][CH2:26][CH2:27][CH2:28][CH2:29][CH2:30][CH3:31])=[CH:14][CH:13]=2)[CH2:32][OH:33])[CH:2]=[CH:3][CH:4]=[CH:5][CH:6]=1. Procedure details: An about 14.6 g portion of 1-[2-(phenylmethoxy)-3-(triphenylmethoxy)propoxy]-4-tetradecylbenzene was dissolved in about 50 ml of tetrahydrofuran. To this solution was added about 50 ml of methanol and about 100 mg of p-toluenesulfonic acid. The mixture was stirred under argon for several hours and the solvents were then removed. The residue was dissolved in ether, washed with aqueous sodium bicarbonate, dried and the ether evaporated. The residue was purified by chromatography on silica gel, elu... Starting materials: FC=1C(=NC(=NC1)C1=CN(C2=NC=C(C=C21)F)S(=O)(=O)C2=CC=C(C)C=C2)NC(CC(=O)OCC)C2(CCCCC2)C (ethyl 3-(5-fluoro-2-(5-fluoro-1-tosyl-1H-pyrrolo[2,3-b]pyridin-3-yl)pyrimidin-4ylamino)-3-(1-methylcyclohexyl)propanoate), FC=1C(=NC(=NC1)C1=CN(C2=NC=C(C=C21)F)S(=O)(=O)C2=CC=C(C)C=C2)NC(CC(=O)OCC)C2(CCCCC2)C ((+/−)-ethyl 3-(5-fluoro-2-(5-fluoro-1-tosyl-1H-pyrrolo[2,3-b]pyridin-3-yl)pyrimidin-4ylamino)-3-(1-methylcyclohexyl)propanoate), Cl (HCl). Run in CC#N (CH3CN). Run at temperature 70 celsius. Product: FC=1C(=NC(=NC1)C1=CNC2=NC=C(C=C21)F)NC(CC(=O)OCC)C2(CCCCC2)C ((+/−)-ethyl 3-(5-fluoro-2-(5-fluoro-1H-pyrrolo[2,3-b]pyridin-3-yl)pyrimidin-4-ylamino)-3-(1-methylcyclohexyl)propanoate). RXN SMILES: [F:1][C:2]1[C:3]([NH:28][CH:29]([C:36]2([CH3:42])[CH2:41][CH2:40][CH2:39][CH2:38][CH2:37]2)[CH2:30][C:31]([O:33][CH2:34][CH3:35])=[O:32])=[N:4][C:5]([C:8]2[C:16]3[C:11](=[N:12][CH:13]=[C:14]([F:17])[CH:15]=3)[N:10](S(C3C=CC(C)=CC=3)(=O)=O)[CH:9]=2)=[N:6][CH:7]=1.Cl>CC#N>[F:1][C:2]1[C:3]([NH:28][CH:29]([C:36]2([CH3:42])[CH2:41][CH2:40][CH2:39][CH2:38][CH2:37]2)[CH2:30][C:31]([O:33][CH2:34][CH3:35])=[O:32])=[N:4][C:5]([C:8]2[C:16]3[C:11](=[N:12][CH:13]=[C:14]([F:17])[CH:15]=3)[NH:10][CH:9]=2)=[N:6][CH:7]=1. Procedure: To a solution of ethyl 3-(5-fluoro-2-(5-fluoro-1-tosyl-1H-pyrrolo[2,3-b]pyridin-3-yl)pyrimidin-4ylamino)-3-(1-methylcyclohexyl)propanoate, 207a, (0.49 mg, 0.81 mmol) in CH3CN (3 mL) was added HCl (2.0 mL of 4M solution in dioxane, 8.1 mmol). The solution was heated at 70° C. for 3 hours and then cooled to room temperature. The solvent was removed under reduced pressure and the product was neutralized with aqueous saturated NaHCO3 solution. The precipitate was extracted with EtOAc (3×10 mL). The ... The reactants are C(C)OC(C(C(C(=O)OCC)C(CC)=O)C(CC)=O)=O (diethyl-2,3-dipropionyl-succinate), Br.N(N)C=1NCCN1 (2-hydrazino-4,5-dihydro-1H-imidazole hydrobromide), C(C)(C)O.C(C)OCC (isopropanol diethyl ether). Run in C(C)OCC (diethyl ether). The product is Br.C(=O)(OCC)C1=C(N(C(=C1C(=O)OCC)CC)NC=1NCCN1)CC (2-(3,4-Dicarbethoxy-2,5-diethyl-pyrrol-1-yl)amino-4,5-dihydro-1H-imidazole hydrobromide). RXN SMILES: [CH2:1]([O:3][C:4](=[O:20])[CH:5]([C:16](=O)[CH2:17][CH3:18])[CH:6]([C:12](=O)[CH2:13][CH3:14])[C:7]([O:9][CH2:10][CH3:11])=[O:8])[CH3:2].[BrH:21].[NH:22]([C:24]1[NH:25][CH2:26][CH2:27][N:28]=1)[NH2:23].C(O)(C)C.C(OCC)C>C(OCC)C>[BrH:21].[C:4]([C:5]1[C:6]([C:7]([O:9][CH2:10][CH3:11])=[O:8])=[C:12]([CH2:13][CH3:14])[N:23]([NH:22][C:24]2[NH:28][CH2:27][CH2:26][N:25]=2)[C:16]=1[CH2:17][CH3:18])([O:3][CH2:1][CH3:2])=[O:20] |f:1.2,3.4,6.7|. Reported procedure: The compound is obtained following substantially the method described in Example 3, by reacting 13 g. (0.0455 mole) of diethyl-2,3-dipropionyl-succinate with 8.14 g. (0.0449 mole) of 2-hydrazino-4,5-dihydro-1H-imidazole hydrobromide. Yield 55 g. M.p. 181°-2°C (from isopropanol/diethyl ether). The free base melts at 155°C (from diethyl ether).